Dataset: the Open Reaction Database (ORD), a public repository of structured organic reaction records. Task: describe an organic reaction: reactants, conditions, products, and yield Reactants: solid, BrC=1C=CC2=C(N(C=N2)C2=CC=C(C=C2)F)C1 (6-bromo-1-(4-fluoro-phenyl)-1H-benzo[d]imidazole), BrC=1C=CC2=C(N(C=N2)C2=CC=C(C=C2)F)C1 (6-bromo-1-(4-fluoro-phenyl)-1H-benzo[d]imidazole), FC1=CC=C(C=C1)N1N=CC=C1B(O)O (1-(4-fluoro-phenyl)-1H-pyrazol-5-ylboronic acid), FC1=CC=C(C=C1)N1N=CC=C1B(O)O (1-(4-fluoro-phenyl)-1H-pyrazol-5-ylboronic acid). The product is FC1=CC=C(C=C1)N1C=NC2=C1C=C(C=C2)C=2N(N=CC2)C2=CC=C(C=C2)F (1-(4-Fluoro-phenyl)-6-[2-(4-fluoro-phenyl)-2H-pyrazol-3-yl]-1H-benzoimidazole). As a reaction SMILES: Br[C:2]1[CH:3]=[CH:4][C:5]2[N:9]=[CH:8][N:7]([C:10]3[CH:15]=[CH:14][C:13]([F:16])=[CH:12][CH:11]=3)[C:6]=2[CH:17]=1.[F:18][C:19]1[CH:24]=[CH:23][C:22]([N:25]2[C:29](B(O)O)=[CH:28][CH:27]=[N:26]2)=[CH:21][CH:20]=1>>[F:16][C:13]1[CH:14]=[CH:15][C:10]([N:7]2[C:6]3[CH:17]=[C:2]([C:29]4[N:25]([C:22]5[CH:23]=[CH:24][C:19]([F:18])=[CH:20][CH:21]=5)[N:26]=[CH:27][CH:28]=4)[CH:3]=[CH:4][C:5]=3[N:9]=[CH:8]2)=[CH:11][CH:12]=1. Procedure details: The title compound, white solid (40 mg, 31%), MS (ISP) m/z=373.1 [(M+H)+], mp 173° C., was prepared in accordance with the general method of example 1 from 6-bromo-1-(4-fluoro-phenyl)-1H-benzo[d]imidazole (intermediate G) (100 mg, 344 μmol) and 1-(4-fluoro-phenyl)-1H-pyrazol-5-ylboronic acid (intermediate A) (92.0 mg, 447 μmol).